From a dataset of the Open Reaction Database (ORD), a public repository of structured organic reaction records. describe an organic reaction: reactants, conditions, products, and yield Reactants: C(#N)C1CCN(CC1)C(=O)N1CC(CC(C1)C1=CC=C(C=C1)C(F)(F)F)C(=O)O (1-[(4-Cyanopiperidin-1-yl)carbonyl]-5-[4-(trifluoromethyl)phenyl]piperidine-3-carboxylic acid), ON=C(CC1=CC=CC=C1)N (N′-hydroxy-2-phenylethanimidamide). Product: C(C1=CC=CC=C1)C1=NOC(=N1)C1CN(CC(C1)C1=CC=C(C=C1)C(F)(F)F)C(=O)N1CCC(CC1)C#N (1-({3-(3-Benzyl-1,2,4-oxadiazol-5-yl)-5-[4-(trifluoromethyl)phenyl]piperidin-1-yl}carbonyl)piperidine-4-carbonitrile). As a reaction SMILES: [C:1]([CH:3]1[CH2:8][CH2:7][N:6]([C:9]([N:11]2[CH2:16][CH:15]([C:17]3[CH:22]=[CH:21][C:20]([C:23]([F:26])([F:25])[F:24])=[CH:19][CH:18]=3)[CH2:14][CH:13]([C:27](O)=[O:28])[CH2:12]2)=[O:10])[CH2:5][CH2:4]1)#[N:2].O[N:31]=[C:32]([NH2:40])[CH2:33][C:34]1[CH:39]=[CH:38][CH:37]=[CH:36][CH:35]=1>>[CH2:33]([C:32]1[N:40]=[C:27]([CH:13]2[CH2:14][CH:15]([C:17]3[CH:22]=[CH:21][C:20]([C:23]([F:26])([F:24])[F:25])=[CH:19][CH:18]=3)[CH2:16][N:11]([C:9]([N:6]3[CH2:7][CH2:8][CH:3]([C:1]#[N:2])[CH2:4][CH2:5]3)=[O:10])[CH2:12]2)[O:28][N:31]=1)[C:34]1[CH:39]=[CH:38][CH:37]=[CH:36][CH:35]=1. Procedure: 100 mg (0.244 mmol) of 1-[(4-cyanopiperidin-1-yl)carbonyl]-5-[4-(trifluoromethyl)phenyl]piperidine-3-carboxylic acid (Example 100A) and 40.3 mg (0.269 mmol) of N′-hydroxy-2-phenylethanimidamide were reacted according to the General Method 1. Yield: 48.3 mg (38% of theory). The reactants are C(C)(C)(C)C1=CC=C(C=C1)NC(=O)C1=CC=C(C(=O)OC)C=C1 (Methyl 4-{[(4-tert-butylphenyl)amino]carbonyl}benzoate), [Li+].[OH-] (LiOH). Run in O1CCCC1 (tetrahydrofuran), CO (CH3OH). Conditions: time 8 hour. Yields the product C(C)(C)(C)C1=CC=C(C=C1)NC(=O)C1=CC=C(C(=O)O)C=C1 (4-{[(4-tert-butylphenyl)amino]carbonyl}benzoic Acid). As a reaction SMILES: [C:1]([C:5]1[CH:10]=[CH:9][C:8]([NH:11][C:12]([C:14]2[CH:23]=[CH:22][C:17]([C:18]([O:20]C)=[O:19])=[CH:16][CH:15]=2)=[O:13])=[CH:7][CH:6]=1)([CH3:4])([CH3:3])[CH3:2].[Li+].[OH-]>O1CCCC1.CO>[C:1]([C:5]1[CH:6]=[CH:7][C:8]([NH:11][C:12]([C:14]2[CH:15]=[CH:16][C:17]([C:18]([OH:20])=[O:19])=[CH:22][CH:23]=2)=[O:13])=[CH:9][CH:10]=1)([CH3:4])([CH3:2])[CH3:3] |f:1.2|. Procedure details: The product from Example 23A (0.71 g, 2.28 mmol) in tetrahydrofuran (23 mL) and CH3OH (5.7 mL) was treated with 1N aqueous LiOH (5.7 mL, 5.7 mmol). After stirring overnight at room temperature, the organic solvents were removed under reduced pressure and the remaining aqueous solution was acidified to pH 1 with concentrated HCl. The acidified solution was extracted with ethyl acetate. The extracts were combined, dried over Na2SO4, filtered, and the filtrate concentrated under reduced pressure to... Starting materials: C(C)(=O)CC(C)=O (acetylacetone), CCO.CCO.CCO.CCO.[Ti] (tetraethyl orthotitanate). The product is C/C(=C/C(=O)C)/O.C/C(=C/C(=O)C)/O.C/C(=C/C(=O)C)/O.C/C(=C/C(=O)C)/O.[Ti] (Titanium acetylacetonate). As a reaction SMILES: [C:1]([CH2:4][C:5](=[O:7])[CH3:6])(=[O:3])[CH3:2].CCO.CCO.CCO.CCO.[Ti:20]>>[CH3:6]/[C:5](/[OH:7])=[CH:4]/[C:1]([CH3:2])=[O:3].[CH3:6]/[C:5](/[OH:7])=[CH:4]/[C:1]([CH3:2])=[O:3].[CH3:6]/[C:5](/[OH:7])=[CH:4]/[C:1]([CH3:2])=[O:3].[CH3:6]/[C:5](/[OH:7])=[CH:4]/[C:1]([CH3:2])=[O:3].[Ti:20] |f:1.2.3.4.5,6.7.8.9.10|. Procedure details: 1 g of acetylacetone and 1 g of tetraethyl orthotitanate were added to the hydrophilic sol-gel liquid to prepare it, Starting materials: Cl.COC1=CC=C(C=C1)C1=C(C2=C(S1)C=C(C=C2)OC)C(=O)C2=CC(=C(C=C2)OCCN2CCCCC2)C#N ([2-(4-methoxyphenyl)-6-methoxybenzo[b]thien-3-yl][4-[2-(1-piperidinyl)ethoxy]3-cyanophenyl]methanone hydrochloride), B(Cl)(Cl)Cl (BCl3). Solvent: ClC(C)Cl (dichloroethane). Yields the product Cl.OC1=CC=C(C=C1)C1=C(C2=C(S1)C=C(C=C2)O)C(=O)C2=CC(=C(C=C2)OCCN2CCCCC2)C#N ([2-(4-Hydroxyphenyl)-6-hydroxybenzo[b]thien-3-yl][4-[2-(1-piperidinyl)ethoxy]3-cyanophenyl]methanone Hydrochloride). As a reaction SMILES: Cl.C[O:3][C:4]1[CH:9]=[CH:8][C:7]([C:10]2[S:14][C:13]3[CH:15]=[C:16]([O:19]C)[CH:17]=[CH:18][C:12]=3[C:11]=2[C:21]([C:23]2[CH:28]=[CH:27][C:26]([O:29][CH2:30][CH2:31][N:32]3[CH2:37][CH2:36][CH2:35][CH2:34][CH2:33]3)=[C:25]([C:38]#[N:39])[CH:24]=2)=[O:22])=[CH:6][CH:5]=1.B(Cl)(Cl)[Cl:41]>ClC(Cl)C>[ClH:41].[OH:3][C:4]1[CH:9]=[CH:8][C:7]([C:10]2[S:14][C:13]3[CH:15]=[C:16]([OH:19])[CH:17]=[CH:18][C:12]=3[C:11]=2[C:21]([C:23]2[CH:28]=[CH:27][C:26]([O:29][CH2:30][CH2:31][N:32]3[CH2:33][CH2:34][CH2:35][CH2:36][CH2:37]3)=[C:25]([C:38]#[N:39])[CH:24]=2)=[O:22])=[CH:6][CH:5]=1 |f:0.1,4.5|. Procedure: The title compound was prepared by dissolving 1.6 g (3.04 mmol) of [2-(4-methoxyphenyl)-6-methoxybenzo[b]thien-3-yl][4-[2-(1-piperidinyl)ethoxy]3-cyanophenyl]methanone hydrochloride in 20 mL of dichloroethane. 2.1 mL of condensed BCl3 was added and sealed in a vessel at room temperature. The reaction was allowed to proceed for sixteen hours. The reaction was quenched by pouring onto ice. The crude product was collected in the organic layer and evaporated to a solid. The product was further purif... Starting materials: CCc1ccccc1-c1ccc(C(=O)OC)cc1COC, C1CCOC1, [Li+], [OH-], O, O. The product is CCc1ccccc1-c1ccc(C(=O)O)cc1COC. As a reaction SMILES: [CH2:1]([CH3:2])[c:3]1[c:4](-[c:9]2[c:10]([CH2:19][O:20][CH3:21])[cH:11][c:12]([C:15](=[O:16])[O:17][CH3:18])[cH:13][cH:14]2)[cH:5][cH:6][cH:7][cH:8]1.[CH2:25]1[O:26][CH2:27][CH2:28][CH2:29]1.[Li+:24].[OH-:23].[OH2:22].[OH2:30]>>[CH2:1]([CH3:2])[c:3]1[c:4](-[c:9]2[c:10]([CH2:19][O:20][CH3:21])[cH:11][c:12]([C:15](=[O:16])[OH:17])[cH:13][cH:14]2)[cH:5][cH:6][cH:7][cH:8]1. Starting materials: CN(CCNC(=O)[C@]12[C@@H]([C@H]3CC[C@@H]4[C@]5(CC=C(C([C@@H]5CC[C@]4([C@@]3(CC1)C)C)(C)C)C1=CC=C(C(=O)OC)C=C1)C)[C@@H](CC2)C(C)C)C (methyl 4-((1S,3aS,5aR,5bR,7aR,11aS,11bR,13aR,13bR)-3a-(2-(dimethylamino)ethylcarbamoyl)-1-isopropyl-5a,5b,8,8,11a-pentamethyl-2,3,3a,4,5,5a,5b,6,7,7a,8,11,11a,11b,12,13,13a,13b-octadecahydro-1H-cyclopenta[a]chrysen-9-yl)benzoate), ClC=1C=C(C(=O)OO)C=CC1 (3-chlorobenzoperoxoic acid). Solvent: C(Cl)Cl (DCM). Conditions: time 3 hour. The product is C(=O)(O)C1=CC=C(C=C1)C=1C([C@@H]2CC[C@]3([C@@]4(CC[C@@]5([C@@H]([C@H]4CC[C@@H]3[C@]2(CC1)C)[C@@H](CC5)C(C)C)C(=O)NCC[N+](C)(C)[O-])C)C)(C)C (2-((1S,3aS,5aR,5bR,7aR,11aS,11bR,13aR,13bR)-9-(4-carboxyphenyl)-1-isopropyl-5a,5b,8,8,11a-pentamethyl-2,3,3a,4,5,5a,5b,6,7,7a,8,11,11a,11b,12,13,13a,13b-octadecahydro-1H-cyclopenta[a]chrysene-3a-carboxamido)-N,N-dimethylethanamine oxide). Isolated yield 49.9%. As a reaction SMILES: [CH3:1][N:2]([CH3:47])[CH2:3][CH2:4][NH:5][C:6]([C@:8]12[CH2:43][CH2:42][C@@H:41]([CH:44]([CH3:46])[CH3:45])[C@@H:9]1[C@@H:10]1[C@@:23]([CH3:26])([CH2:24][CH2:25]2)[C@@:22]2([CH3:27])[C@@H:13]([C@:14]3([CH3:40])[C@@H:19]([CH2:20][CH2:21]2)[C:18]([CH3:29])([CH3:28])[C:17]([C:30]2[CH:39]=[CH:38][C:33]([C:34]([O:36]C)=[O:35])=[CH:32][CH:31]=2)=[CH:16][CH2:15]3)[CH2:12][CH2:11]1)=[O:7].ClC1C=C(C=CC=1)C(OO)=[O:53]>C(Cl)Cl>[C:34]([C:33]1[CH:38]=[CH:39][C:30]([C:17]2[C:18]([CH3:29])([CH3:28])[C@H:19]3[C@:14]([CH3:40])([CH2:15][CH:16]=2)[C@@H:13]2[C@:22]([CH3:27])([C@@:23]4([CH3:26])[C@H:10]([CH2:11][CH2:12]2)[C@H:9]2[C@H:41]([CH:44]([CH3:46])[CH3:45])[CH2:42][CH2:43][C@:8]2([C:6]([NH:5][CH2:4][CH2:3][N+:2]([O-:53])([CH3:1])[CH3:47])=[O:7])[CH2:25][CH2:24]4)[CH2:21][CH2:20]3)=[CH:31][CH:32]=1)([OH:36])=[O:35]. Procedure details: To a mixture of methyl 4-((1S,3aS,5aR,5bR,7aR,11aS,11bR,13aR,13bR)-3a-(2-(dimethylamino)ethylcarbamoyl)-1-isopropyl-5a,5b,8,8,11a-pentamethyl-2,3,3a,4,5,5a,5b,6,7,7a,8,11,11a,11b,12,13,13a,13b-octadecahydro-1H-cyclopenta[a]chrysen-9-yl)benzoate (20 mg, 0.031 mmol) in DCM (2 mL) was added 3-chlorobenzoperoxoic acid (13.90 mg, 0.062 mmol) at −78° C. The reaction mixture was stirred for 3 hours. LCMS indicated the formation of desired product and consumption of the starting material. The reaction m... The reactants are NC1CC=C(CC1)C1=CC=C(C=C1)Cl (4-(1-Aza-1-methylcyclohex-3-en-4-yl)-1-chlorobenzene), C1(CCCCC1)P(C1=C(C=CC=C1)C1=C(C=CC=C1)N(C)C)C1CCCCC1 (2-dicyclohexylphosphino-2′-(N,N-dimethylamino)biphenyl), CC(C)([O-])C.[Na+] (sodium tert-butoxide), C(C1=CC=CC=C1)(C1=CC=CC=C1)=NN (benzophenone hydrazone), 1-L. The reagents and catalysts are CC(=O)[O-].CC(=O)[O-].[Pd+2] (Pd(OAc)2). The solvent is hexanes, CCO (EtOH). Run at time 1 hour. Product: NC1CC=C(CC1)C1=CC=C(C=C1)C1=C(C(C2=CC=CC=C2)=NN)C=CC=C1 (4-(1-Aza-1-methylcyclohex-3-en-4-yl)phenyl benzophenone hydrazone). Yield: 76.0%. As a reaction SMILES: [NH2:1][CH:2]1[CH2:7][CH2:6][C:5]([C:8]2[CH:13]=[CH:12][C:11](Cl)=[CH:10][CH:9]=2)=[CH:4][CH2:3]1.C1(P(C2CCCCC2)C2C=CC=CC=2C2C=CC=CC=2N(C)C)CCCCC1.CC(C)([O-])C.[Na+].[C:49](=[N:62][NH2:63])([C:56]1[CH:61]=[CH:60][CH:59]=[CH:58][CH:57]=1)[C:50]1[CH:55]=[CH:54][CH:53]=[CH:52][CH:51]=1>CCO.CC([O-])=O.CC([O-])=O.[Pd+2]>[NH2:1][CH:2]1[CH2:7][CH2:6][C:5]([C:8]2[CH:13]=[CH:12][C:11]([C:55]3[CH:54]=[CH:53][CH:52]=[CH:51][C:50]=3[C:49](=[N:62][NH2:63])[C:56]3[CH:61]=[CH:60][CH:59]=[CH:58][CH:57]=3)=[CH:10][CH:9]=2)=[CH:4][CH2:3]1 |f:2.3,6.7.8|. Reported procedure: An oven-dried, 1-L, 3necked flask was equipped with Teflon-coated magnetic stirring bar, reflux condenser, and argon inlet. The apparatus was flushed with Ar for 30 minutes. The flask was charged with 3 (10.0 g, 27.2 mmol), Pd(OAc)2 (143 mg, 0.64 mmol), 2-dicyclohexylphosphino-2′-(N,N-dimethylamino)biphenyl (490 mg, 1.23 mmol), sodium tert-butoxide (9.4 g, 98 mmol), and benzophenone hydrazone (9.6 g, 49.0 mmol). The apparatus was purged for 5 more minutes with Ar and then placed under a static A...